Dataset: the Open Reaction Database (ORD), a public repository of structured organic reaction records. Task: describe an organic reaction: reactants, conditions, products, and yield The reactants are C1(=CC=CC=C1)Br (phenyl bromide), ( 25a ), C1(=CC=CC=C1)C=1S(C2=C(C=CC=N2)N1)=O (phenyl thiazolo-pyridinone), ( 22 ), ( 25b ). Yields the product N1=CS(C2=C1C=CC=N2)=O (thiazolo-pyridinone), ( I ). Reaction SMILES: C1([C:7]2[S:8](=[O:16])[C:9]3[N:14]=[CH:13][CH:12]=[CH:11][C:10]=3[N:15]=2)C=CC=CC=1.C1(Br)C=CC=CC=1>>[N:15]1[C:10]2[CH:11]=[CH:12][CH:13]=[N:14][C:9]=2[S:8](=[O:16])[CH:7]=1. Reported procedure: In Scheme 6, Step A, a phenyl thiazolo-pyridinone of formula (22) is coupled with a phenyl bromide of formula (25a) or (25b) to give a thiazolo-pyridinone of formula (19) or formula (I). The reaction takes place in an inert solvent such as THF, or preferably dioxane with an inorganic base added, such as cesium carbonate. A copper catalyst is used, such as copper (I) iodide in the presence of sym-dimethylethylene diamine. The reaction is heated at a temperature of about 70° C. to the reflux tempe... Starting materials: C(C)OC(=O)C1=NC(=NC(=C1)O)SCC1=CC2=CC=CC=C2C=C1 (6-hydroxy-2-(2-naphthylmethylthio)-pyrimidine-4-carboxylic acid ethyl ester), N1=C(C=CC=C1)C (2-picoline), O=P(Cl)(Cl)Cl (POCl3). The product is C(C)OC(=O)C1=NC(=NC(=C1)Cl)SCC1=CC2=CC=CC=C2C=C1 (6-chloro-2-(2-naphthylmethylthio)-pyrimidine-4-carboxylic acid ethyl ester). The yield is 70.0%. As a reaction SMILES: [CH2:1]([O:3][C:4]([C:6]1[CH:11]=[C:10](O)[N:9]=[C:8]([S:13][CH2:14][C:15]2[CH:24]=[CH:23][C:22]3[C:17](=[CH:18][CH:19]=[CH:20][CH:21]=3)[CH:16]=2)[N:7]=1)=[O:5])[CH3:2].N1C=CC=CC=1C.O=P(Cl)(Cl)[Cl:34]>>[CH2:1]([O:3][C:4]([C:6]1[CH:11]=[C:10]([Cl:34])[N:9]=[C:8]([S:13][CH2:14][C:15]2[CH:24]=[CH:23][C:22]3[C:17](=[CH:18][CH:19]=[CH:20][CH:21]=3)[CH:16]=2)[N:7]=1)=[O:5])[CH3:2]. Reported procedure: A solution of 6-hydroxy-2-(2-naphthylmethylthio)-pyrimidine-4-carboxylic acid ethyl ester (2.32 g, 6.81 mmol) and 2-picoline (0.7 ml) in POCl3 (7 ml) were stirred at rt for 3 hrs, then poured onto ice. The solid was collected by filtration then heated briefly with NH4OH for 15 min. The solid was collected and recrystallized from methanol to yield 1.72 g (70%) of 6-chloro-2-(2-naphthylmethylthio)-pyrimidine-4-carboxylic acid ethyl ester, mp 95-96° C. Reactants: COc2ccc1ccccc1c2 (substrate), Cc1cc([Mg]Br)ccc1 (effective_coupling_partner). The reagents and catalysts are ItBu. Run at temperature 60 celsius, time 24 hour. Product: c3c(C)cc(c2ccc1ccccc1c2)cc3. Starting materials: C(C1=CC=CC=C1)OC1=CC=C(C=C1)C1=NOC(=C1)CCl (3-(4-benzyloxy-phenyl)-5-chloromethyl-isoxazole), [N-]=[N+]=[N-].[Na+] (NaN3). Solvent: CN(C)C=O (DMF). Reaction conditions: time 12 hour. Yields the product N(=[N+]=[N-])CC1=CC(=NO1)C1=CC=C(C=C1)OCC1=CC=CC=C1 (5-azidomethyl-3-(4-benzyloxy-phenyl)-isoxazole). RXN SMILES: [CH2:1]([O:8][C:9]1[CH:14]=[CH:13][C:12]([C:15]2[CH:19]=[C:18]([CH2:20]Cl)[O:17][N:16]=2)=[CH:11][CH:10]=1)[C:2]1[CH:7]=[CH:6][CH:5]=[CH:4][CH:3]=1.[N-:22]=[N+:23]=[N-:24].[Na+]>CN(C=O)C>[N:22]([CH2:20][C:18]1[O:17][N:16]=[C:15]([C:12]2[CH:13]=[CH:14][C:9]([O:8][CH2:1][C:2]3[CH:7]=[CH:6][CH:5]=[CH:4][CH:3]=3)=[CH:10][CH:11]=2)[CH:19]=1)=[N+:23]=[N-:24] |f:1.2|. Procedure details: 0.13 g of 3-(4-benzyloxy-phenyl)-5-chloromethyl-isoxazole was dissolved in 10 ml of DMF, to which solution was added 85 mg (3 equivalents) of NaN3, and the mixture was stirred for 12 hours. The solvent was dried off under reduced pressure and removed, followed by column chromatography to obtain 5-azidomethyl-3-(4-benzyloxy-phenyl)-isoxazole. A reduction of the compound was performed under NaBH4 conditions to obtain C-[3-(4-benzyloxy-phenyl)-isoxazol-5-yl]-methylamine as a desired compound. Starting materials: C(=O)(OC(C)(C)C)[C@@](COC(=O)Cl)(C(=O)OC(C1=CC=CC=C1)C1=CC=CC=C1)N ((2R)-2-BOC-amino-2-diphenylmethoxycarbonylethoxycarbonyl chloride), N1=CC=CC=C1 (pyridine), C1(=CC=C(C=C1)S(=O)(=O)O)C.C1(=CC=CC=C1)C(C1=CC=CC=C1)OC(=O)C1=C(CS[C@H]2N1C([C@H]2NC([C@H](NC(=O)N2C(C(N(CC2)CC)=O)=O)C2=CC=C(C=C2)N)=O)=O)CSC2=NN=NN2C (3-[(1-methyl-1H-tetrazol-5-yl)-thiomethyl]-7β-[(2R)-2-(4-aminophenyl)-2-(4-ethyl-2,3-dioxopiperazine-1-carboxamido)-acetamido]-3-cephem-4-carboxylic acid diphenylmethyl ester p-toluenesulphonate). The solvent is O1CCCC1 (tetrahydrofuran). The product is C1(=CC=CC=C1)C(C1=CC=CC=C1)OC(=O)C1=C(CS[C@H]2N1C([C@H]2NC([C@H](NC(=O)N2C(C(N(CC2)CC)=O)=O)C2=CC=C(C=C2)N(C(=O)OC[C@H](C(=O)OC(C2=CC=CC=C2)C2=CC=CC=C2)C(=O)OC(C)(C)C)N)=O)=O)CSC2=NN=NN2C (3-[(1-methyl-1H-tetrazol-5-yl)-thiomethyl]-7β-{(2R)-2-[4-((2R)-2-BOC-amino-2-diphenylmethoxycarbonylethoxycarbonylamino)-phenyl]-2-(4-ethyl-2,3-dioxopiperazine-1-carboxamido)-acetamido}-3-cephem-4-carboxylic acid diphenylmethyl ester). Reaction SMILES: C1(C)C=CC(S(O)(=O)=O)=CC=1.[C:12]1([CH:18]([O:25][C:26]([C:28]2[N:33]3[C:34](=[O:60])[C@@H:35]([NH:36][C:37](=[O:59])[C@@H:38]([C:52]4[CH:57]=[CH:56][C:55]([NH2:58])=[CH:54][CH:53]=4)[NH:39][C:40]([N:42]4[CH2:47][CH2:46][N:45]([CH2:48][CH3:49])[C:44](=[O:50])[C:43]4=[O:51])=[O:41])[C@H:32]3[S:31][CH2:30][C:29]=2[CH2:61][S:62][C:63]2[N:67]([CH3:68])[N:66]=[N:65][N:64]=2)=[O:27])[C:19]2[CH:24]=[CH:23][CH:22]=[CH:21][CH:20]=2)[CH:17]=[CH:16][CH:15]=[CH:14][CH:13]=1.[C:69]([C@:76](N)([C:82]([O:84][CH:85]([C:92]1[CH:97]=[CH:96][CH:95]=[CH:94][CH:93]=1)[C:86]1[CH:91]=[CH:90][CH:89]=[CH:88][CH:87]=1)=[O:83])[CH2:77][O:78][C:79](Cl)=[O:80])([O:71][C:72]([CH3:75])([CH3:74])[CH3:73])=[O:70].[N:99]1C=CC=CC=1>O1CCCC1>[C:12]1([CH:18]([O:25][C:26]([C:28]2[N:33]3[C:34](=[O:60])[C@@H:35]([NH:36][C:37](=[O:59])[C@@H:38]([C:52]4[CH:53]=[CH:54][C:55]([N:58]([NH2:99])[C:79]([O:78][CH2:77][C@@H:76]([C:69]([O:71][C:72]([CH3:74])([CH3:73])[CH3:75])=[O:70])[C:82]([O:84][CH:85]([C:86]5[CH:91]=[CH:90][CH:89]=[CH:88][CH:87]=5)[C:92]5[CH:97]=[CH:96][CH:95]=[CH:94][CH:93]=5)=[O:83])=[O:80])=[CH:56][CH:57]=4)[NH:39][C:40]([N:42]4[CH2:47][CH2:46][N:45]([CH2:48][CH3:49])[C:44](=[O:50])[C:43]4=[O:51])=[O:41])[C@H:32]3[S:31][CH2:30][C:29]=2[CH2:61][S:62][C:63]2[N:67]([CH3:68])[N:66]=[N:65][N:64]=2)=[O:27])[C:19]2[CH:24]=[CH:23][CH:22]=[CH:21][CH:20]=2)[CH:17]=[CH:16][CH:15]=[CH:14][CH:13]=1 |f:0.1|. Procedure: In the manner described in Example 12, 3.2 g of 3-[(1-methyl-1H-tetrazol-5-yl)-thiomethyl]-7β-[(2R)-2-(4-aminophenyl)-2-(4-ethyl-2,3-dioxopiperazine-1-carboxamido)-acetamido]-3-cephem-4-carboxylic acid diphenylmethyl ester p-toluenesulphonate are reacted with 2.65 g of (2R)-2-BOC-amino-2-diphenylmethoxycarbonylethoxycarbonyl chloride and 0.67 ml of pyridine in 65 ml of tetrahydrofuran and worked up. The resulting crude product is chromatographed over 400 g of silica gel, and 500 ml fractions are... The reactants are O=C1CCC(=O)N1Br, ClCCl, Clc1ncnc2[nH]ccc12. Product: Clc1ncnc2[nH]cc(Br)c12. As a reaction SMILES: [Br:1][N:2]1[C:3](=[O:4])[CH2:5][CH2:6][C:7]1=[O:8].[Cl:19][CH2:20][Cl:21].[Cl:9][c:10]1[c:11]2[c:12]([n:13][cH:14][n:15]1)[nH:16][cH:17][cH:18]2>>[Br:1][c:18]1[c:11]2[c:10]([Cl:9])[n:15][cH:14][n:13][c:12]2[nH:16][cH:17]1. Starting materials: C(C#CC=CCC)O (4-hepten-2-yn-1-ol), C(C#CC#CCC)O (2,4-heptadiyn-1-ol), O1C(=CC=C1)CN (2-furylmethlamine), Compound, CC(/C=C/C#CCO)(C)C ((E)-6,6-dimethyl-4-hepten-2-yn-1-ol), C(C)NCCOCCOC1=CC(=CC=C1)C1=CSC=C1 (N-ethyl-2-[2-[3-(3-thienyl)phenoxy]ethoxy]ethylamine). The product is C(C)N(CC#C\C=C\C(C)(C)C)CCOCCOC1=CC(=CC=C1)C1=CSC=C1 ((E)-N-ethyl-N-(6,6-dimethyl-4-hepten-2-ynyl)-2-[2-[3-(3-thienyl)phenoxy]ethoxy]ethylamine). As a reaction SMILES: C(O)C#CC=CCC.C(O)C#CC#CCC.O1C=CC=C1CN.[CH3:24][C:25]([CH3:33])([CH3:32])/[CH:26]=[CH:27]/[C:28]#[C:29][CH2:30]O.[CH2:34]([NH:36][CH2:37][CH2:38][O:39][CH2:40][CH2:41][O:42][C:43]1[CH:48]=[CH:47][CH:46]=[C:45]([C:49]2[CH:53]=[CH:52][S:51][CH:50]=2)[CH:44]=1)[CH3:35]>>[CH2:34]([N:36]([CH2:37][CH2:38][O:39][CH2:40][CH2:41][O:42][C:43]1[CH:48]=[CH:47][CH:46]=[C:45]([C:49]2[CH:53]=[CH:52][S:51][CH:50]=2)[CH:44]=1)[CH2:30][C:29]#[C:28]/[CH:27]=[CH:26]/[C:25]([CH3:33])([CH3:32])[CH3:24])[CH3:35]. Procedure details: Compound of Example 46 to 49 was obtained by performing the same reaction as in Example 45 except that the corresponding 4-hepten-2-yn-1-ol or 2,4-heptadiyn-1-ol derivative, and 2-furylmethlamine derivative were used instead of the starting compound, (E)-6,6-dimethyl-4-hepten-2-yn-1-ol and N-ethyl-2-[2-[3-(3-thienyl)phenoxy]ethoxy]ethylamine, which were used in the above-mentioned reaction. Reactants: BrCc1ccccc1, CCOC(=O)Nn1cccc1, CCOC(=O)N(Cc1ccccc1)n1cccc1, CC(C)(C)[O-], CCOC(=O)Cl, ClCCl, [K+], [Na+], [Na+], O=C([O-])O, C1CCOC1, [OH-], O, OCCO, Nn1cccc1. The product is c1ccc(CNn2cccc2)cc1. As a reaction SMILES: [Br:35][CH2:36][c:37]1[cH:38][cH:39][cH:40][cH:41][cH:42]1.[CH2:18]([O:19][C:20](=[O:21])[NH:22][n:23]1[cH:24][cH:25][cH:26][cH:27]1)[CH3:28].[CH2:43]([O:44][C:45](=[O:46])[N:47]([n:48]1[cH:49][cH:50][cH:51][cH:52]1)[CH2:53][c:54]1[cH:55][cH:56][cH:57][cH:58][cH:59]1)[CH3:60].[CH3:29][C:30]([CH3:31])([O-:32])[CH3:33].[Cl:12][C:13]([O:14][CH2:15][CH3:16])=[O:17].[Cl:63][CH2:64][Cl:65].[K+:34].[Na+:11].[Na+:62].[O-:7][C:8]([OH:9])=[O:10].[O:66]1[CH2:67][CH2:68][CH2:69][CH2:70]1.[OH-:61].[OH2:75].[OH:71][CH2:72][CH2:73][OH:74].[n:1]1([NH2:2])[cH:3][cH:4][cH:5][cH:6]1>>[NH:47]([n:48]1[cH:49][cH:50][cH:51][cH:52]1)[CH2:53][c:54]1[cH:55][cH:56][cH:57][cH:58][cH:59]1. The reactants are COC(=O)CCC(NC(=O)c1ccc(OCc2ccccc2)cc1)C(=O)OC, CCO, CCOC(C)=O. Yields the product COC(=O)CCC(NC(=O)c1ccc(O)cc1)C(=O)OC. RXN SMILES: [CH3:1][O:2][C:3]([CH:4]([NH:5][C:6]([c:7]1[cH:8][cH:9][c:10]([O:13][CH2:14][c:15]2[cH:16][cH:17][cH:18][cH:19][cH:20]2)[cH:11][cH:12]1)=[O:21])[CH2:22][CH2:23][C:24](=[O:25])[O:26][CH3:27])=[O:28].[CH3:29][CH2:30][OH:31].[CH3:32][CH2:33][O:34][C:35](=[O:36])[CH3:37]>>[CH3:1][O:2][C:3]([CH:4]([NH:5][C:6]([c:7]1[cH:8][cH:9][c:10]([OH:13])[cH:11][cH:12]1)=[O:21])[CH2:22][CH2:23][C:24](=[O:25])[O:26][CH3:27])=[O:28]. Starting materials: CCN(CC)c1ccccc1, C#CCOc1ccc2c(c1)C(=O)NC2. Yields the product O=C1NCc2ccc3c(c21)C=CCO3. RXN SMILES: [CH2:15]([N:16]([CH2:17][CH3:18])[c:19]1[cH:20][cH:21][cH:22][cH:23][cH:24]1)[CH3:25].[CH2:1]([C:2]#[CH:3])[O:4][c:5]1[cH:6][cH:7][c:8]2[c:12]([cH:13]1)[C:11](=[O:14])[NH:10][CH2:9]2>>[CH2:1]1[CH:2]=[CH:3][c:13]2[c:5]([cH:6][cH:7][c:8]3[c:12]2[C:11](=[O:14])[NH:10][CH2:9]3)[O:4]1.